This data is from the Open Reaction Database (ORD), a public repository of structured organic reaction records. The task is: describe an organic reaction: reactants, conditions, products, and yield The reactants are ClCCC(=O)Cl (3-chloropropionyl chloride), [N+](=O)([O-])C1=CC=C2CCNC2=C1 (6-nitroindoline), Cl (hydrochloric acid). Run in CC(=O)C (acetone). Run at time 1 hour. Yields the product ClCCC(=O)N1CCC2=CC=C(C=C12)[N+](=O)[O-] (1-(3-Chloropropionyl)6-nitroindoline). Yield: 100.0%. Reaction SMILES: [N+:1]([C:4]1[CH:12]=[C:11]2[C:7]([CH2:8][CH2:9][NH:10]2)=[CH:6][CH:5]=1)([O-:3])=[O:2].[Cl:13][CH2:14][CH2:15][C:16](Cl)=[O:17].Cl>CC(C)=O>[Cl:13][CH2:14][CH2:15][C:16]([N:10]1[C:11]2[C:7](=[CH:6][CH:5]=[C:4]([N+:1]([O-:3])=[O:2])[CH:12]=2)[CH2:8][CH2:9]1)=[O:17]. Procedure: 8.2 g (50 mmol) of 6-nitroindoline (prepared as described in Preparation 4) were dissolved in 100 ml of acetone, and 6.35 g (50 mmol) of 3-chloropropionyl chloride were added to the solution while ice-cooling, which resulted in the reaction mixture becoming a suspension. This suspension was stirred at room temperature for 1 hour, after which it was heated under reflux for 2 hours, and formed a solution. The resulting solution was cooled to room temperature, and then 10% w/v aqueous hydrochloric ... The reactants are Cc1ccc(-c2ccc3c(c2)CN(C(=O)Nc2ccc(CCl)cc2)CC3)cc1, CN1CCCCC1, CN(C)C=O. Product: Cc1ccc(-c2ccc3c(c2)CN(C(=O)Nc2ccc(C[N+]4(C)CCCCC4)cc2)CC3)cc1, [Cl-]. Reaction SMILES: [CH3:1][c:2]1[cH:3][cH:4][c:5](-[c:8]2[cH:9][cH:10][c:11]3[c:16]([cH:17]2)[CH2:15][N:14]([C:18](=[O:19])[NH:20][c:21]2[cH:22][cH:23][c:24]([CH2:25][Cl:26])[cH:27][cH:28]2)[CH2:13][CH2:12]3)[cH:6][cH:7]1.[CH3:29][N:30]1[CH2:31][CH2:32][CH2:33][CH2:34][CH2:35]1.[CH3:36][N:37]([CH3:38])[CH:39]=[O:40]>>[CH3:1][c:2]1[cH:3][cH:4][c:5](-[c:8]2[cH:9][cH:10][c:11]3[c:16]([cH:17]2)[CH2:15][N:14]([C:18](=[O:19])[NH:20][c:21]2[cH:22][cH:23][c:24]([CH2:25][N+:30]4([CH3:29])[CH2:31][CH2:32][CH2:33][CH2:34][CH2:35]4)[cH:27][cH:28]2)[CH2:13][CH2:12]3)[cH:6][cH:7]1.[Cl-:26]. Reactants: O=C(c1ccccc1)c1ccccc1SSc1ccccc1C(=O)c1ccccc1, CCOC(C)=O, CCO, Cl, Cl, NO, c1ccncc1. The product is O=C(c1ccccc1)c1ccccc1SSc1ccccc1C(=NO)c1ccccc1. As a reaction SMILES: [C:1]([c:2]1[cH:3][cH:4][cH:5][cH:6][cH:7]1)(=[O:8])[c:9]1[c:10]([S:15][S:16][c:17]2[c:18]([C:23](=[O:24])[c:25]3[cH:26][cH:27][cH:28][cH:29][cH:30]3)[cH:19][cH:20][cH:21][cH:22]2)[cH:11][cH:12][cH:13][cH:14]1.[CH3:35][CH2:36][O:37][C:38](=[O:39])[CH3:40].[CH3:41][CH2:42][OH:43].[ClH:31].[ClH:34].[NH2:32][OH:33].[cH:44]1[cH:45][cH:46][n:47][cH:48][cH:49]1>>[C:1]([c:2]1[cH:3][cH:4][cH:5][cH:6][cH:7]1)([c:9]1[c:10]([S:15][S:16][c:17]2[c:18]([C:23](=[O:24])[c:25]3[cH:26][cH:27][cH:28][cH:29][cH:30]3)[cH:19][cH:20][cH:21][cH:22]2)[cH:11][cH:12][cH:13][cH:14]1)=[N:32][OH:33]. Reactants: COCCO, Cl, [K+], [OH-], O, Cc1oc(-c2ccco2)nc1COc1ccc(COc2ncccc2CC#N)cc1. Yields the product Cc1oc(-c2ccco2)nc1COc1ccc(COc2ncccc2CC(=O)O)cc1. Reaction SMILES: [CH3:31][O:32][CH2:33][CH2:34][OH:35].[ClH:38].[K+:37].[OH-:36].[OH2:39].[o:1]1[c:2](-[c:6]2[o:7][c:8]([CH3:30])[c:9]([CH2:11][O:12][c:13]3[cH:14][cH:15][c:16]([CH2:17][O:18][c:19]4[n:20][cH:21][cH:22][cH:23][c:24]4[CH2:25][C:26]#[N:27])[cH:28][cH:29]3)[n:10]2)[cH:3][cH:4][cH:5]1>>[o:1]1[c:2](-[c:6]2[o:7][c:8]([CH3:30])[c:9]([CH2:11][O:12][c:13]3[cH:14][cH:15][c:16]([CH2:17][O:18][c:19]4[n:20][cH:21][cH:22][cH:23][c:24]4[CH2:25][C:26](=[O:36])[OH:39])[cH:28][cH:29]3)[n:10]2)[cH:3][cH:4][cH:5]1. Reactants: COc1ccc(CC2SC(=O)NC2=O)c2c1N(CC1CCNCC1)C(=O)CC2, CC(=O)O, CCN(C(C)C)C(C)C, CN(C)C=O, O=C1CCOCC1. The product is COc1ccc(CC2SC(=O)NC2=O)c2c1N(CC1CCN(C3CCOCC3)CC1)C(=O)CC2. RXN SMILES: [CH3:1][O:2][c:3]1[cH:4][cH:5][c:6]([CH2:21][CH:22]2[C:23](=[O:28])[NH:24][C:25](=[O:27])[S:26]2)[c:7]2[c:12]1[N:11]([CH2:13][CH:14]1[CH2:15][CH2:16][NH:17][CH2:18][CH2:19]1)[C:10](=[O:20])[CH2:9][CH2:8]2.[CH3:50][C:51](=[O:52])[OH:53].[CH:41]([N:42]([CH2:43][CH3:44])[CH:45]([CH3:46])[CH3:47])([CH3:48])[CH3:49].[O:29]=[CH:30][N:31]([CH3:32])[CH3:33].[O:34]1[CH2:35][CH2:36][C:37](=[O:40])[CH2:38][CH2:39]1>>[CH3:1][O:2][c:3]1[cH:4][cH:5][c:6]([CH2:21][CH:22]2[C:23](=[O:28])[NH:24][C:25](=[O:27])[S:26]2)[c:7]2[c:12]1[N:11]([CH2:13][CH:14]1[CH2:15][CH2:16][N:17]([CH:37]3[CH2:36][CH2:35][O:34][CH2:39][CH2:38]3)[CH2:18][CH2:19]1)[C:10](=[O:20])[CH2:9][CH2:8]2. The reactants are Cc1ccc(N(C)c2ccc(OCc3ccccc3)cc2)c([N+](=O)[O-])c1, CCO, [Cl-], [Fe], [NH4+], O. Yields the product Cc1ccc(N(C)c2ccc(OCc3ccccc3)cc2)c(N)c1. Reaction SMILES: [CH2:1]([c:2]1[cH:3][cH:4][cH:5][cH:6][cH:7]1)[O:8][c:9]1[cH:10][cH:11][c:12]([N:15]([c:16]2[c:17]([N+:23]([O-:24])=[O:25])[cH:18][c:19]([CH3:22])[cH:20][cH:21]2)[CH3:26])[cH:13][cH:14]1.[CH3:30][CH2:31][OH:32].[Cl-:27].[Fe:33].[NH4+:28].[OH2:29]>>[CH2:1]([c:2]1[cH:3][cH:4][cH:5][cH:6][cH:7]1)[O:8][c:9]1[cH:10][cH:11][c:12]([N:15]([c:16]2[c:17]([NH2:23])[cH:18][c:19]([CH3:22])[cH:20][cH:21]2)[CH3:26])[cH:13][cH:14]1.